Dataset: the Open Reaction Database (ORD), a public repository of structured organic reaction records. Task: describe an organic reaction: reactants, conditions, products, and yield Starting materials: CO, COC(=O)C(Cc1ccc(O)cc1)NC(=O)c1ccc2c(C3CCCCC3)c3n(c2c1)CCOc1ccccc1-3, Cl, [Na+], C1CCOC1, [OH-]. Yields the product O=C(NC(Cc1ccc(O)cc1)C(=O)O)c1ccc2c(C3CCCCC3)c3n(c2c1)CCOc1ccccc1-3. RXN SMILES: [CH3:49][OH:50].[CH:1]1([c:7]2[c:8]3[c:9]([n:10]4[c:16]2-[c:15]2[c:14]([cH:20][cH:19][cH:18][cH:17]2)[O:13][CH2:12][CH2:11]4)[cH:21][c:22]([C:25](=[O:26])[NH:27][CH:28]([C:29](=[O:30])[O:31][CH3:32])[CH2:33][c:34]2[cH:35][cH:36][c:37]([OH:40])[cH:38][cH:39]2)[cH:23][cH:24]3)[CH2:2][CH2:3][CH2:4][CH2:5][CH2:6]1.[ClH:43].[Na+:42].[O:44]1[CH2:45][CH2:46][CH2:47][CH2:48]1.[OH-:41]>>[CH:1]1([c:7]2[c:8]3[c:9]([n:10]4[c:16]2-[c:15]2[c:14]([cH:20][cH:19][cH:18][cH:17]2)[O:13][CH2:12][CH2:11]4)[cH:21][c:22]([C:25](=[O:26])[NH:27][CH:28]([C:29](=[O:30])[OH:31])[CH2:33][c:34]2[cH:35][cH:36][c:37]([OH:40])[cH:38][cH:39]2)[cH:23][cH:24]3)[CH2:2][CH2:3][CH2:4][CH2:5][CH2:6]1. Reactants: NC1(CCN(CC1)OC)C#N (4-amino-1-methoxy-piperidine-4-carbonitrile), C(C)ON1CCC(CC1)=O (N-ethoxy-4-piperidone). The product is NC1(CCN(CC1)OCC)C#N (4-Amino-1-ethoxy-piperidine-4-carbonitrile). RXN SMILES: [NH2:1][C:2]1([C:10]#[N:11])[CH2:7][CH2:6][N:5]([O:8][CH3:9])[CH2:4][CH2:3]1.[CH2:12](ON1CCC(=O)CC1)C>>[NH2:1][C:2]1([C:10]#[N:11])[CH2:3][CH2:4][N:5]([O:8][CH2:9][CH3:12])[CH2:6][CH2:7]1. Reported procedure: 4-Amino-1-ethoxy-piperidine-4-carbonitrile is prepared analogously to the synthesis of 4-amino-1-methoxy-piperidine-4-carbonitrile (preparation example 1, Step 1) starting from N-ethoxy-4-piperidone (Journal of Organic Chemistry (1961), 26, 1867-74). Starting materials: Brc1cnc(I)nc1, Cc1ccccc1, OB(O)c1ccc(OC(F)(F)F)cc1, [Na+], [Na+], O=C([O-])[O-], O, c1ccc(P(c2ccccc2)(c2ccccc2)[Pd](P(c2ccccc2)(c2ccccc2)c2ccccc2)(P(c2ccccc2)(c2ccccc2)c2ccccc2)P(c2ccccc2)(c2ccccc2)c2ccccc2)cc1. Yields the product FC(F)(F)Oc1ccc(-c2ncc(Br)cn2)cc1. RXN SMILES: [Br:1][c:2]1[cH:3][n:4][c:5]([I:8])[n:6][cH:7]1.[CH3:30][c:31]1[cH:32][cH:33][cH:34][cH:35][cH:36]1.[F:9][C:10]([O:11][c:12]1[cH:13][cH:14][c:15]([B:18]([OH:19])[OH:20])[cH:16][cH:17]1)([F:21])[F:22].[Na+:23].[Na+:24].[O-:25][C:26](=[O:27])[O-:28].[OH2:29].[cH:37]1[cH:38][cH:39][c:40]([P:41]([Pd:42]([P:43]([c:44]2[cH:45][cH:46][cH:47][cH:48][cH:49]2)([c:50]2[cH:51][cH:52][cH:53][cH:54][cH:55]2)[c:56]2[cH:57][cH:58][cH:59][cH:60][cH:61]2)([P:62]([c:63]2[cH:64][cH:65][cH:66][cH:67][cH:68]2)([c:69]2[cH:70][cH:71][cH:72][cH:73][cH:74]2)[c:75]2[cH:76][cH:77][cH:78][cH:79][cH:80]2)[P:81]([c:82]2[cH:83][cH:84][cH:85][cH:86][cH:87]2)([c:88]2[cH:89][cH:90][cH:91][cH:92][cH:93]2)[c:94]2[cH:95][cH:96][cH:97][cH:98][cH:99]2)([c:100]2[cH:101][cH:102][cH:103][cH:104][cH:105]2)[c:106]2[cH:107][cH:108][cH:109][cH:110][cH:111]2)[cH:112][cH:113]1>>[Br:1][c:2]1[cH:3][n:4][c:5](-[c:15]2[cH:14][cH:13][c:12]([O:11][C:10]([F:9])([F:21])[F:22])[cH:17][cH:16]2)[n:6][cH:7]1. The reactants are C(#N)C1=CC=C(CNC(C(OCC)C2=C(C=C(C=C2F)C2=C(C=CC=C2)O)F)=O)C=C1 ((RS)-N-(4-cyano-benzyl)-2-(3,5-difluoro-2′-hydroxy-biphenyl-4-yl)-2-ethoxy-acetamide), Cl.NO (hydroxylamine hydrochloride), ICC(=O)N (iodoacetamide), C([O-])([O-])=O.[Cs+].[Cs+] (cesium carbonate). Run in CN(C)C=O (DMF). The product is C(N)(=O)COC1=C(C=CC=C1)C1=CC(=C(C(=C1)F)C(C(=O)NCC1=CC=C(C=C1)C(NO)=N)OCC)F ((RS)-2-(2′-carbamoylmethoxy-3,5-difluoro-biphenyl-4-yl)-2-ethoxy-N-[4-(N-hydroxycarbamimidoyl)-benzyl]-acetamide). As a reaction SMILES: [C:1]([C:3]1[CH:31]=[CH:30][C:6]([CH2:7][NH:8][C:9](=[O:29])[CH:10]([C:14]2[C:19]([F:20])=[CH:18][C:17]([C:21]3[CH:26]=[CH:25][CH:24]=[CH:23][C:22]=3[OH:27])=[CH:16][C:15]=2[F:28])[O:11][CH2:12][CH3:13])=[CH:5][CH:4]=1)#[N:2].I[CH2:33][C:34]([NH2:36])=[O:35].C(=O)([O-])[O-].[Cs+].[Cs+].Cl.[NH2:44][OH:45]>CN(C=O)C>[C:34]([CH2:33][O:27][C:22]1[CH:23]=[CH:24][CH:25]=[CH:26][C:21]=1[C:17]1[CH:16]=[C:15]([F:28])[C:14]([CH:10]([O:11][CH2:12][CH3:13])[C:9]([NH:8][CH2:7][C:6]2[CH:5]=[CH:4][C:3]([C:1](=[NH:2])[NH:44][OH:45])=[CH:31][CH:30]=2)=[O:29])=[C:19]([F:20])[CH:18]=1)(=[O:35])[NH2:36] |f:2.3.4,5.6|. Procedure: In analogy to example 16.4, (RS)-N-(4-cyano-benzyl)-2-(3,5-difluoro-2′-hydroxy-biphenyl-4-yl)-2-ethoxy-acetamide (example 256.1) was alkylated with iodoacetamide and cesium carbonate in DMF. The product of this reaction was reacted with hydroxylamine hydrochloride in analogy to example 15.5 to give (RS)-2-(2′-carbamoylmethoxy-3,5-difluoro-biphenyl-4-yl)-2-ethoxy-N-[4-(N-hydroxycarbamimidoyl)-benzyl]-acetamide. Colorless solid. MS 513.1 ([M+H]+) The reactants are O1CC(=CCC1)C=1C(=NC=CC1)F (3-(5,6-dihydro-2H-pyran-3-yl)-2-fluoropyridine). Reagents/catalysts: [Pd] (Palladium). The solvent is C1CCOC1 (THF). Reaction conditions: time 4 hour. The product is FC1=NC=CC=C1C1COCCC1 (2-fluoro-3-(tetrahydro-2H-pyran-3-yl)pyridine). RXN SMILES: [O:1]1[CH2:6][CH2:5][CH:4]=[C:3]([C:7]2[C:8]([F:13])=[N:9][CH:10]=[CH:11][CH:12]=2)[CH2:2]1>C1COCC1.[Pd]>[F:13][C:8]1[C:7]([CH:3]2[CH2:4][CH2:5][CH2:6][O:1][CH2:2]2)=[CH:12][CH:11]=[CH:10][N:9]=1. Reported procedure: Palladium (0.005 g, 0.005 mmol, 10% wt. on activated carbon) was added to a stirred solution of 3-(5,6-dihydro-2H-pyran-3-yl)-2-fluoropyridine (0.10 g, 0.558 mmol) in THF (2 mL). The reaction mixture was placed under a hydrogen atmosphere (balloon) and stirred at room temperature for 4 h. The reaction mixture was filtered through Celite, and the filtrate was concentrated in vacuo to give 2-fluoro-3-(tetrahydro-2H-pyran-3-yl)pyridine. MS (ESI, pos. ion) m/z: 182.1 (M+1). Starting materials: Cl (Hydrochloric acid), COC=1C=C(C=CC1OC)/C(/C#N)=C/C=1SC(=CC1)N1CCC(CC1)O ((Z)-2-(3,4-dimethoxy-phenyl)-3-[5-(4-hydroxy-piperidin-1-yl)-thiophen-2-yl]-acrylonitrile). Run at time 1 hour. The product is Cl.COC=1C=C(C=CC1OC)/C(/C#N)=C/C=1SC(=CC1)N1CCC(CC1)O ((Z)-2-(3,4-dimethoxy-phenyl)-3-[5-(4-hydroxy-piperidin-1-yl)-thiophen-2-yl]-acrylonitrile hydrochloride). The yield is 87.0%. As a reaction SMILES: [ClH:1].[CH3:2][O:3][C:4]1[CH:5]=[C:6](/[C:12](=[CH:15]/[C:16]2[S:17][C:18]([N:21]3[CH2:26][CH2:25][CH:24]([OH:27])[CH2:23][CH2:22]3)=[CH:19][CH:20]=2)/[C:13]#[N:14])[CH:7]=[CH:8][C:9]=1[O:10][CH3:11]>>[ClH:1].[CH3:2][O:3][C:4]1[CH:5]=[C:6](/[C:12](=[CH:15]/[C:16]2[S:17][C:18]([N:21]3[CH2:22][CH2:23][CH:24]([OH:27])[CH2:25][CH2:26]3)=[CH:19][CH:20]=2)/[C:13]#[N:14])[CH:7]=[CH:8][C:9]=1[O:10][CH3:11] |f:2.3|. Reported procedure: 0.1N Hydrochloric acid (3.0 mL) was added to Compound 6 (100 mg), and purified water (5 mL), acetonitrile (30 mL), and chloroform (5 mL) were added to the mixture, to thereby dissolve the mixture. The solution was stirred at room temperature for 1 hour, and the solvent was evaporated to dryness, followed by thoroughly drying, to thereby yield the target product (yield: 95 mg, 87%). The reactants are ClC1=CC(=C(C=C1)N)N (4-chloro-1,2-phenylenediamine), ClC1=C(C=C(C=C1)C1CC(=O)OC(C1)=O)F (3-(4-chloro-3-fluorophenyl)glutaric anhydride). Yields the product ClC1=CC2=C(N=C(N2)CC(CC(=O)O)C2=CC(=C(C=C2)Cl)F)C=C1.Cl (4-(5-chloro-2-benzimidazolyl)-3-(4-chloro-3-fluorophenyl)butanoic acid•HCl). As a reaction SMILES: [Cl:1][C:2]1[CH:7]=[CH:6][C:5]([NH2:8])=[C:4]([NH2:9])[CH:3]=1.[Cl:10][C:11]1[CH:16]=[CH:15][C:14]([CH:17]2[CH2:23][C:22](=O)[O:21][C:19](=[O:20])[CH2:18]2)=[CH:13][C:12]=1[F:25]>>[Cl:1][C:2]1[CH:7]=[CH:6][C:5]2[N:8]=[C:22]([CH2:23][CH:17]([C:14]3[CH:15]=[CH:16][C:11]([Cl:10])=[C:12]([F:25])[CH:13]=3)[CH2:18][C:19]([OH:21])=[O:20])[NH:9][C:4]=2[CH:3]=1.[ClH:1] |f:2.3|. Procedure: By a procedure similar to that of example 1.4, starting from 4-chloro-1,2-phenylenediamine and 3-(4-chloro-3-fluorophenyl)glutaric anhydride, 4-(5-chloro-2-benzimidazolyl)-3-(4-chloro-3-fluorophenyl)butanoic acid•HCl was obtained as light red solid.